From a dataset of the Open Reaction Database (ORD), a public repository of structured organic reaction records. describe an organic reaction: reactants, conditions, products, and yield Starting materials: N1C(CCC2=CC=CC=C12)=O (3,4-dihydro-1H-quinolin-2-one), [H-].[Na+] (sodium hydride), ClCCCI (1-chloro-3-iodo-propane). Solvent: CN(C)C=O (DMF). Run at temperature 0 celsius, time 1 hour. Yields the product ClCCCN1C(CCC2=CC=CC=C12)=O (1-(3-Chloropropyl)-3,4-dihydro-1H-quinolin-2-one). Yield: 74.0%. RXN SMILES: [NH:1]1[C:10]2[C:5](=[CH:6][CH:7]=[CH:8][CH:9]=2)[CH2:4][CH2:3][C:2]1=[O:11].[H-].[Na+].[Cl:14][CH2:15][CH2:16][CH2:17]I>CN(C=O)C>[Cl:14][CH2:15][CH2:16][CH2:17][N:1]1[C:10]2[C:5](=[CH:6][CH:7]=[CH:8][CH:9]=2)[CH2:4][CH2:3][C:2]1=[O:11] |f:1.2|. Procedure: A 50 mL flask was charged with 3,4-dihydro-1H-quinolin-2-one (2.00 g, 13.6 mmol) and sodium hydride (60% in oil, 0.712 g, 16.3 mmol) in DMF (50 mL, dry) and stirred at 0° C. for 1 h, followed by addition of 1-chloro-3-iodo-propane (2.77 g, 13.6 mmol) and stirring at rt for 20 h. The reaction mixture was quenched with water (10 mL), and the product was extracted into EtOEt (3×25 mL). The combined organic layers were dried (Na2SO4), evaporated and purified by flash CC (SiO2; EtOAc/heptane 1:4) to ... Starting materials: N#Cc1ccc(C=O)cc1, COC[P+](c1ccccc1)(c1ccccc1)c1ccccc1, COC(C)(C)C, [Cl-]. Yields the product COC=Cc1ccc(C#N)cc1. RXN SMILES: [C:24](#[N:25])[c:26]1[cH:27][cH:28][c:29]([CH:30]=[O:31])[cH:32][cH:33]1.[CH3:2][O:3][CH2:4][P+:5]([c:6]1[cH:7][cH:8][cH:9][cH:10][cH:11]1)([c:12]1[cH:13][cH:14][cH:15][cH:16][cH:17]1)[c:18]1[cH:19][cH:20][cH:21][cH:22][cH:23]1.[CH3:34][O:35][C:36]([CH3:37])([CH3:38])[CH3:39].[Cl-:1]>>[CH3:2][O:3][CH:4]=[CH:30][c:29]1[cH:28][cH:27][c:26]([C:24]#[N:25])[cH:33][cH:32]1. Starting materials: COC(=O)C(C)O, CC(C)(C)[Si](C)(C)Cl, [Cl-], [Na+], CN(C)C=O, c1c[nH]cn1. Yields the product COC(=O)C(C)O[Si](C)(C)C(C)(C)C. RXN SMILES: [C:1]([CH:2]([OH:3])[CH3:4])(=[O:5])[O:6][CH3:7].[C:8]([CH3:9])([CH3:10])([CH3:11])[Si:12]([CH3:13])([CH3:14])[Cl:15].[Cl-:26].[Na+:27].[O:21]=[CH:22][N:23]([CH3:24])[CH3:25].[nH:16]1[cH:17][cH:18][n:19][cH:20]1>>[C:1]([CH:2]([O:3][Si:12]([C:8]([CH3:9])([CH3:10])[CH3:11])([CH3:13])[CH3:14])[CH3:4])(=[O:5])[O:6][CH3:7]. The reactants are OC1=CC=C(C=C1)CC(=O)OC (Methyl 4-hydroxyphenylacetate), BrBr (bromine). Solvent: C(C)(=O)O (acetic acid). Reaction conditions: time 8 hour. The product is BrC=1C=C(C=CC1O)CC(=O)OC (methyl 3-bromo-4-hydroxyphenylacetate). The yield is 77.1%. As a reaction SMILES: [OH:1][C:2]1[CH:7]=[CH:6][C:5]([CH2:8][C:9]([O:11][CH3:12])=[O:10])=[CH:4][CH:3]=1.[Br:13]Br>C(O)(=O)C>[Br:13][C:7]1[CH:6]=[C:5]([CH2:8][C:9]([O:11][CH3:12])=[O:10])[CH:4]=[CH:3][C:2]=1[OH:1]. Reported procedure: Methyl 4-hydroxyphenylacetate (10.5 g, 63.0 mmol) was dissolved in acetic acid (200 mL) and the solution was stirred while bromine (150 mL, 0.463 M in acetic acid, 69.5 mmol) was added over 60 minutes. The mixture was stirred overnight and then concentrated by evaporation. Product was purified from the residue over 300 g of silica gel (hexanes/ethyl acetate 5:1) to give methyl 3-bromo-4-hydroxyphenylacetate (11.9 g). Starting materials: FC=1C=C(CCNC(OCC)=O)C=CC1F (ethyl 3,4-difluorophenethylcarbamate), O=P12OP3(=O)OP(=O)(O1)OP(=O)(O2)O3 (P2O5). Run in O=P(Cl)(Cl)Cl (POCl3). Product: FC=1C=C2CCNC(C2=CC1F)=O (6, 7-Difluoro-3, 4-dihydroisoquinolin-1(2H)-one). Yield: 20.0%. As a reaction SMILES: [F:1][C:2]1[CH:3]=[C:4]([CH:13]=[CH:14][C:15]=1[F:16])[CH2:5][CH2:6][NH:7][C:8](=O)[O:9]CC.O=P12OP3(OP(OP(O3)(O1)=O)(=O)O2)=O>O=P(Cl)(Cl)Cl>[F:1][C:2]1[CH:3]=[C:4]2[C:13](=[CH:14][C:15]=1[F:16])[C:8](=[O:9])[NH:7][CH2:6][CH2:5]2. Reported procedure: Using an analogous reaction procedure and workup as described in example 1 for the preparation of intermediate I-1d above, ethyl 3,4-difluorophenethylcarbamate (I-49c: 5 g, 21.8340 mmol) in POCl3 (43.6 mL) was reacted with P2O5 (6.19 g, 43.6681 mmol) at 110° C. for 2 hours to afford the crude product. Purification by column chromatography on silica gel (50% ethyl acetate in hexane) afforded 800 mg of the product (18.91% yield). Starting materials: ClC(Cl)Cl, O=C(OO)c1cccc(Cl)c1, CSc1cccc2c(-c3ccncn3)c(-c3ccc(F)cc3)nn12. Product: CS(=O)c1cccc2c(-c3ccncn3)c(-c3ccc(F)cc3)nn12. As a reaction SMILES: [CH:36]([Cl:37])([Cl:38])[Cl:39].[Cl:25][c:26]1[cH:27][cH:28][cH:29][c:30]([C:31]([O:32][OH:34])=[O:33])[cH:35]1.[F:1][c:2]1[cH:3][cH:4][c:5](-[c:8]2[n:9][n:10]3[c:11]([cH:12][cH:13][cH:14][c:15]3[S:16][CH3:17])[c:18]2-[c:19]2[n:20][cH:21][n:22][cH:23][cH:24]2)[cH:6][cH:7]1>>[F:1][c:2]1[cH:3][cH:4][c:5](-[c:8]2[n:9][n:10]3[c:11]([cH:12][cH:13][cH:14][c:15]3[S:16]([CH3:17])=[O:33])[c:18]2-[c:19]2[n:20][cH:21][n:22][cH:23][cH:24]2)[cH:6][cH:7]1. The reactants are Cl (HCl), OCC(CNS(=O)(=O)CC1=CC=C(C=C1)[N+](=O)[O-])(C)C (N-(3-hydroxy-2,2-dimethyl-propyl)-(4-nitro-phenyl)-methanesulfonamide), CN(C)C=C1C(NC2=CC=C3N=CSC3=C12)=O (8-dimethylaminomethylene-6,8-dihydro-1-thia-3,6-diaza-as-indacen-7-one). The reagents and catalysts are [Pd] (Pd/C). The solvent is CO (MeOH). Conditions: time 3.5 hour. Product: OCC(CNS(=O)(=O)CC1=CC=C(C=C1)NC=C1C(NC2=CC=C3N=CSC3=C12)=O)(C)C (N-(3-Hydroxy-2,2-dimethyl-propyl)-C-{4-[(7-oxo-6,7-dihydro-1-thia-3,6-diaza-as-indacen-8-ylidenemethyl)-amino]-phenyl}-methanesulfonamide). The yield is 70.5%. RXN SMILES: [OH:1][CH2:2][C:3]([CH3:20])([CH3:19])[CH2:4][NH:5][S:6]([CH2:9][C:10]1[CH:15]=[CH:14][C:13]([N+:16]([O-])=O)=[CH:12][CH:11]=1)(=[O:8])=[O:7].Cl.CN([CH:25]=[C:26]1[C:37]2[C:29](=[CH:30][CH:31]=[C:32]3[C:36]=2[S:35][CH:34]=[N:33]3)[NH:28][C:27]1=[O:38])C>CO.[Pd]>[OH:1][CH2:2][C:3]([CH3:20])([CH3:19])[CH2:4][NH:5][S:6]([CH2:9][C:10]1[CH:15]=[CH:14][C:13]([NH:16][CH:25]=[C:26]2[C:37]3[C:29](=[CH:30][CH:31]=[C:32]4[C:36]=3[S:35][CH:34]=[N:33]4)[NH:28][C:27]2=[O:38])=[CH:12][CH:11]=1)(=[O:8])=[O:7]. Procedure details: A solution of 3.16 g (30.6 mmol) of 3-amino-2,2-dimethylpropanol in 10 mL of CH2Cl2 was added at once to a solution of 2.40 g (10.2 mmol) of 4-nitrophenylmethanesulphonyl chloride (Lee, et al., Journal of the American Chemical Society 1987, 109, 7472-7; Macor, et al., Tetrahedron Letters 1992, 33, 8011-4) in 40 mL of CH2Cl2. The mixture was stirred at rt for 15 min, the solvent was removed in vacuo and the residue was redissolved in 50 mL of EtOAc. The solution was washed with three 50-mL portio... Reactants: NN (hydrazine), ClC1=C(SC=C1)C(=O)Cl (3-chlorothiophene-2-carbonyl chloride), C(Cl)Cl (CH2Cl2), ClC1=C(SC=C1)C(=O)NN (3-Chlorothiophene-2-carboxylic acid hydrazide). Run at temperature 0 celsius, time 0.5 hour. Product: ClC1=C(SC=C1)C1=NN=C(O1)N1CCCCC1 (5-(3-Chlorothiophen-2-yl)-2-(piperidine-1-yl)-[1,3,4]oxadiazole). Yield: 82.0%. RXN SMILES: Cl[C:2]1[CH:6]=[CH:5]S[C:3]=1[C:7]([NH:9]N)=O.[NH2:11][NH2:12].[Cl:13][C:14]1[CH:18]=[CH:17][S:16][C:15]=1[C:19](Cl)=[O:20].[CH2:22](Cl)Cl>>[Cl:13][C:14]1[CH:18]=[CH:17][S:16][C:15]=1[C:19]1[O:20][C:22]([N:9]2[CH2:5][CH2:6][CH2:2][CH2:3][CH2:7]2)=[N:12][N:11]=1. Reported procedure: 3-Chlorothiophene-2-carboxylic acid hydrazide. To a solution of hydrazine (0.860 mL, 27.6 mmol) at 0° C. was added a clear solution of 3-chlorothiophene-2-carbonyl chloride (1.00 g, 5.52 mmol) and CH2Cl2 (11.0 mL). The reaction was stirred at 0° C. for 0.5 h and then equilibrated to room temperature. The solvent was evaporated and the yellow solid was diluted with ethyl acetate (70 mL), washed with water (2×20 mL), dried over MgSO4, filtered and concentrated to give 0.80 g (82%) of the title com... Starting materials: C1(=CC=CC=C1)C=1N=C(OC1)N1CCNCC1 (1-(4-Phenyl-1,3-oxazol-2-yl)piperazine), O1N=C(C2=C1C=CC=C2)N(C(=O)OCC(Cl)(Cl)Cl)C(=O)OCC(Cl)(Cl)Cl (bis(2,2,2-trichloroethyl) 1,2-benzisoxazol-3-ylimidodicarbonate), C(C)(C)N(CC)C(C)C (diisopropylethylamine), CS(=O)C (dimethylsulfoxide). The solvent is O (water). Conditions: temperature 70 celsius, time 2 hour. Product: O1N=C(C2=C1C=CC=C2)NC(=O)N2CCN(CC2)C=2OC=C(N2)C2=CC=CC=C2 (N-1,2-benzisoxazol-3-yl-4-(4-phenyl-1,3-oxazol-2-yl)piperazine-1-carboxamide). As a reaction SMILES: [C:1]1([C:7]2[N:8]=[C:9]([N:12]3[CH2:17][CH2:16][NH:15][CH2:14][CH2:13]3)[O:10][CH:11]=2)[CH:6]=[CH:5][CH:4]=[CH:3][CH:2]=1.[O:18]1[C:22]2[CH:23]=[CH:24][CH:25]=[CH:26][C:21]=2[C:20]([N:27](C(OCC(Cl)(Cl)Cl)=O)[C:28](OCC(Cl)(Cl)Cl)=[O:29])=[N:19]1.C(N(C(C)C)CC)(C)C.CS(C)=O>O>[O:18]1[C:22]2[CH:23]=[CH:24][CH:25]=[CH:26][C:21]=2[C:20]([NH:27][C:28]([N:15]2[CH2:16][CH2:17][N:12]([C:9]3[O:10][CH:11]=[C:7]([C:1]4[CH:2]=[CH:3][CH:4]=[CH:5][CH:6]=4)[N:8]=3)[CH2:13][CH2:14]2)=[O:29])=[N:19]1. Reported procedure: A mixture of 1-(4-Phenyl-1,3-oxazol-2-yl)piperazine (391 mg, 0.807 mmol), bis(2,2,2-trichloroethyl) 1,2-benzisoxazol-3-ylimidodicarbonate (370 mg, 1.61 mmol), diisopropylethylamine (0.141 ml, 0.807 mmol) and dimethylsulfoxide (5 ml) was stirred at 70° C. for 2 hours. The reaction mixture was poured to water and extracted with ethyl acetate. The extract was washed with water and dried over anhydrous magnesium sulfate. The solvent was distilled off under reduced pressure. The residue was purified ... As a reaction SMILES: ClC(OCC(C)C)=O.[CH2:9]([O:16][C:17]([NH:19][C@@H:20]([C:25]([OH:27])=O)[CH2:21][CH:22]([CH3:24])[CH3:23])=[O:18])[C:10]1[CH:15]=[CH:14][CH:13]=[CH:12][CH:11]=1.C1([NH:34]C2CCCCC2)CCCCC1.CN1CCOCC1.N.C(=O)([O-])O.[Na+]>C(OCC)(=O)C.COCCOC>[CH2:9]([O:16][C:17]([NH:19][C@@H:20]([C:25]([NH2:34])=[O:27])[CH2:21][CH:22]([CH3:24])[CH3:23])=[O:18])[C:10]1[CH:15]=[CH:14][CH:13]=[CH:12][CH:11]=1 |f:1.2,5.6|. Reaction conditions: time 1 hour. The reactants are C(O)([O-])=O.[Na+] (sodium hydrogen carbonate), N (ammonia), ClC(=O)OCC(C)C (Isobutyl chloroformate), C(C1=CC=CC=C1)OC(=O)N[C@H](CC(C)C)C(=O)O.C1(CCCCC1)NC1CCCCC1 (N-benzyloxycarbonyl-D-leucine•dicyclohexylamine), CN1CCOCC1 (N-methylmorpholine). Yields the product C(C1=CC=CC=C1)OC(=O)N[C@H](CC(C)C)C(=O)N (N2-benzyloxycarbonyl-D-leucinamide). Run in C(C)(=O)OCC (ethyl acetate), COCCOC (1,2-dimethoxyethane). Isolated yield 111.4%. Procedure: Isobutyl chloroformate (811 μl) was added dropwise to a mixture of N-benzyloxycarbonyl-D-leucine•dicyclohexylamine salt (2.23 g), 1,2-dimethoxyethane (25 ml), and N-methylmorpholine (687 μl) under ice cooling, followed by stirring at the same temperature for 1 hour. 25% aqueous ammonia solution (3.4 ml) was added to the reaction mixture under ice cooling, followed by stirring at the same temperature for 1 hour. A saturated aqueous sodium hydrogen carbonate solution and ethyl acetate were added t...